This data is from the Open Reaction Database (ORD), a public repository of structured organic reaction records. The task is: describe an organic reaction: reactants, conditions, products, and yield The reactants are [BH4-], COC(=O)COc1ccc(SC#N)c2c1CCC2, CO, [Na+], OC(CS)C(O)CS. Yields the product COC(=O)COc1ccc(S)c2c1CCC2. RXN SMILES: [BH4-:27].[CH3:1][O:2][C:3]([CH2:4][O:5][c:6]1[c:7]2[c:11]([c:12]([S:15][C:16]#[N:17])[cH:13][cH:14]1)[CH2:10][CH2:9][CH2:8]2)=[O:18].[CH3:29][OH:30].[Na+:28].[SH:19][CH2:20][CH:21]([CH:22]([CH2:23][SH:24])[OH:25])[OH:26]>>[CH3:1][O:2][C:3]([CH2:4][O:5][c:6]1[c:7]2[c:11]([c:12]([SH:15])[cH:13][cH:14]1)[CH2:10][CH2:9][CH2:8]2)=[O:18]. The reactants are COC=1C=C2C(=CC1OC)C(=O)C(C2)CC3CCN(CC3)CC=4C=CC=CC4 (Donepezil), pyridine-4-carboxyaldehyde, C(CC(=O)O)(=O)O (malonic acid). Yields the product N1=CC=C(C=C1)C=CC(=O)O (3-(pyridin-4-yl)-2-propenoic acid). As a reaction SMILES: COC1C=C2C[CH:13]([CH2:15][CH:16]3[CH2:21][CH2:20][N:19](CC4C=CC=CC=4)[CH2:18][CH2:17]3)[C:11](=[O:12])C2=CC=1OC.C(O)(=O)CC(O)=[O:32]>>[N:19]1[CH:20]=[CH:21][C:16]([CH:15]=[CH:13][C:11]([OH:12])=[O:32])=[CH:17][CH:18]=1. Procedure: Patent application WO 97/22584 describes the preparation of Donepezil by reaction of pyridine-4-carboxyaldehyde with malonic acid to give 3-(pyridin-4-yl)-2-propenoic acid, followed by hydrogenation of the double bond to give 3-(piperidin-4-yl)-2-propionic acid. Reaction of this intermediate with methyl chloroformate afforded 3-[N-(methyloxycarbonyl) piperidin-4-yl]propionic acid. This was followed by reaction with oxalyl chloride to give methyl 4-(2-chlorocarbonylethyl)piperidin-1-carboxylate. ...